This data is from the Open Reaction Database (ORD), a public repository of structured organic reaction records. The task is: describe an organic reaction: reactants, conditions, products, and yield The reactants are O (water), ice, C(C)NC(NC=1SC2=C(N1)C=C(C=C2C2=NC=CC=C2)C=2C=NC(=NC2)N2CCC(CC2)(C(=O)OCC)C(F)(F)F)=O (ethyl 1-(5-(2-(3-ethylureido)-7-(pyridin-2-yl)benzothiazol-5-yl)pyrimidin-2-yl)-4-(trifluoromethyl)piperidine-4-carboxylate), CC(C)([O-])C.[K+] (potassium tert-butoxide). The solvent is CS(=O)C (DMSO). Reaction conditions: time 2 hour. The product is C(C)NC(=O)NC=1SC2=C(N1)C=C(C=C2C2=NC=CC=C2)C=2C=NC(=NC2)N2CCC(CC2)(C(=O)O)C(F)(F)F (1-[5-[2-(ethylcarbamoylamino)-7-(2-pyridyl)-1,3-benzothiazol-5-yl]pyrimidin-2-yl]-4-(trifluoromethyl)piperidine-4-carboxylic acid). Isolated yield 87.5%. As a reaction SMILES: [CH2:1]([NH:3][C:4](=[O:42])[NH:5][C:6]1[S:7][C:8]2[C:14]([C:15]3[CH:20]=[CH:19][CH:18]=[CH:17][N:16]=3)=[CH:13][C:12]([C:21]3[CH:22]=[N:23][C:24]([N:27]4[CH2:32][CH2:31][C:30]([C:38]([F:41])([F:40])[F:39])([C:33]([O:35]CC)=[O:34])[CH2:29][CH2:28]4)=[N:25][CH:26]=3)=[CH:11][C:9]=2[N:10]=1)[CH3:2].CC(C)([O-])C.[K+].O>CS(C)=O>[CH2:1]([NH:3][C:4]([NH:5][C:6]1[S:7][C:8]2[C:14]([C:15]3[CH:20]=[CH:19][CH:18]=[CH:17][N:16]=3)=[CH:13][C:12]([C:21]3[CH:22]=[N:23][C:24]([N:27]4[CH2:28][CH2:29][C:30]([C:38]([F:41])([F:40])[F:39])([C:33]([OH:35])=[O:34])[CH2:31][CH2:32]4)=[N:25][CH:26]=3)=[CH:11][C:9]=2[N:10]=1)=[O:42])[CH3:2] |f:1.2|. Reported procedure: To an ice-cold solution of ethyl 1-(5-(2-(3-ethylureido)-7-(pyridin-2-yl)benzothiazol-5-yl)pyrimidin-2-yl)-4-(trifluoromethyl)piperidine-4-carboxylate (0.05 g, 0.08 mmol) in DMSO (2.0 mL) was added potassium tert-butoxide (0.046 g, 0.41 mmol) and the mixture stirred at rt for 2 h. After completion of reaction (by TLC), water (10 mL) was added followed by extraction with EtOAc (2×50 mL) and the organic layer discarded. The pH of the aqueous layer was adjusted up to 4-5 then extracted with hot EtO... Starting materials: C(#N)C1=CC2=C(N=C(S2)NC(=O)NCC)C=C1 (N-(6-cyano-1,3-benzothiazol-2-yl)-N′-ethylurea), [OH-].[K+] (KOH), O1CCOCC1 (dioxane), dilute aqueous acid. Yields the product C(C)NC(=O)NC=1SC2=C(N1)C=CC(=C2)C(=O)O (2-[(Ethylamino)Carbonyl]amino-1,3-benzothiazole-6-carboxylic acid). RXN SMILES: C(C1[CH:17]=[CH:16][C:6]2[N:7]=[C:8]([NH:10][C:11]([NH:13][CH2:14][CH3:15])=[O:12])[S:9][C:5]=2[CH:4]=1)#N.[OH-:18].[K+].[O:20]1[CH2:25][CH2:24]OCC1>>[CH2:14]([NH:13][C:11]([NH:10][C:8]1[S:9][C:5]2[CH:4]=[C:24]([C:25]([OH:20])=[O:18])[CH:17]=[CH:16][C:6]=2[N:7]=1)=[O:12])[CH3:15] |f:1.2|. Procedure: About 60 mg N-(6-cyano-1,3-benzothiazol-2-yl)-N′-ethylurea was charged into about 5 mL of about a 1:1 mixture of about 2N aq KOH and dioxane. The reaction mixture was then brought to reflux for about 12–24 hours. Upon cooling, the reaction mixture was poured into about 25 mL of dilute aqueous acid. The white precipitate was collected by filtration and was washed well with water. 1H NMR 1.09 (t, 3H), 3.19 (m, 2H), 6.79 (br s, 1H), 7.65 (d, 1H), 7.92 (m, 1H), 8.48 (d, 1H), 11.0 (br s, 1H), 12.8 (b...